Dataset: the Open Reaction Database (ORD), a public repository of structured organic reaction records. Task: describe an organic reaction: reactants, conditions, products, and yield As a reaction SMILES: [Br:20][N:21]1[C:22](=[O:23])[CH2:24][CH2:25][C:26]1=[O:27].[CH2:62]([Cl:63])[Cl:64].[CH:28]1([CH2:33][CH:34]([C:35](=[O:36])[OH:37])[c:38]2[cH:39][c:40]([C:50]([F:51])([F:52])[F:53])[c:41](-[n:44]3[n:45][n:46][n:47][c:48]3[CH3:49])[cH:42][cH:43]2)[CH2:29][CH2:30][CH2:31][CH2:32]1.[NH2:54][c:55]1[n:56][cH:57][c:58]([Br:61])[cH:59][cH:60]1.[c:1]1([P:2]([c:3]2[cH:4][cH:5][cH:6][cH:7][cH:8]2)[c:9]2[cH:10][cH:11][cH:12][cH:13][cH:14]2)[cH:15][cH:16][cH:17][cH:18][cH:19]1>>[CH:28]1([CH2:33][CH:34]([C:35](=[O:36])[NH:54][c:55]2[n:56][cH:57][c:58]([Br:61])[cH:59][cH:60]2)[c:38]2[cH:39][c:40]([C:50]([F:51])([F:52])[F:53])[c:41](-[n:44]3[n:45][n:46][n:47][c:48]3[CH3:49])[cH:42][cH:43]2)[CH2:29][CH2:30][CH2:31][CH2:32]1. Reactants: O=C1CCC(=O)N1Br, ClCCl, Cc1nnnn1-c1ccc(C(CC2CCCC2)C(=O)O)cc1C(F)(F)F, Nc1ccc(Br)cn1, c1ccc(P(c2ccccc2)c2ccccc2)cc1. Yields the product Cc1nnnn1-c1ccc(C(CC2CCCC2)C(=O)Nc2ccc(Br)cn2)cc1C(F)(F)F.